From a dataset of the Open Reaction Database (ORD), a public repository of structured organic reaction records. describe an organic reaction: reactants, conditions, products, and yield The product is N (ammonia), C1N(CCC2=CC=CC=C12)C(CCC=1C=C(C=CC1)C[C@@H](C)NC[C@H](O)C1=CC(=C(C=C1)O)CO)=O (4-{(1R)-2-[((1R)-2-{3-[3-(3,4-Dihydroisoquinolin-2-(1H)-yl)-3-oxopropyl]phenyl}-1-methylethyl)amino]-1-hydroxyethyl}-2-(hydroxymethyl)phenol). Run in CO (methanol). Procedure details: Prepared from 4-{(1R)-1-{[tert-butyl(dimethyl)silyl]oxy}-2-[((1R)-2-{3-[3-(3,4-dihydroisoquinolin-2-(1H)-yl)-3-oxopropyl]phenyl}-1-methylethyl)amino]ethyl}-2-(hydroxymethyl)phenol (Preparation 50) according to the method for example 1 using methanol:water (2.4:1 v/v) instead of acetic acid as solvent and using dichloromethane:methanol: 880 ammonia (95:5:0.5 by volume) as the column eluent to give the title compound as a white solid. Starting materials: ClCCl (dichloromethane), [Si](C)(C)(C(C)(C)C)O[C@@H](CN[C@@H](CC1=CC(=CC=C1)CCC(=O)N1CC2=CC=CC=C2CC1)C)C1=CC(=C(C=C1)O)CO (4-{(1R)-1-{[tert-butyl(dimethyl)silyl]oxy}-2-[((1R)-2-{3-[3-(3,4-dihydroisoquinolin-2-(1H)-yl)-3-oxopropyl]phenyl}-1-methylethyl)amino]ethyl}-2-(hydroxymethyl)phenol), CO.O (methanol water). RXN SMILES: [Si]([O:8][C@H:9]([C:35]1[CH:40]=[CH:39][C:38]([OH:41])=[C:37]([CH2:42][OH:43])[CH:36]=1)[CH2:10][NH:11][C@H:12]([CH3:34])[CH2:13][C:14]1[CH:19]=[CH:18][CH:17]=[C:16]([CH2:20][CH2:21][C:22]([N:24]2[CH2:33][CH2:32][C:31]3[C:26](=[CH:27][CH:28]=[CH:29][CH:30]=3)[CH2:25]2)=[O:23])[CH:15]=1)(C(C)(C)C)(C)C.CO.O.ClCCl>CO>[NH3:11].[CH2:25]1[C:26]2[C:31](=[CH:30][CH:29]=[CH:28][CH:27]=2)[CH2:32][CH2:33][N:24]1[C:22](=[O:23])[CH2:21][CH2:20][C:16]1[CH:15]=[C:14]([CH2:13][C@H:12]([NH:11][CH2:10][C@@H:9]([C:35]2[CH:40]=[CH:39][C:38]([OH:41])=[C:37]([CH2:42][OH:43])[CH:36]=2)[OH:8])[CH3:34])[CH:19]=[CH:18][CH:17]=1 |f:1.2|. Starting materials: Cn1cc(-c2cn(S(=O)(=O)c3ccccc3)c3ncc(CC4=CCCC4)cc23)cn1, CCO, [Na+], [OH-]. Yields the product Cn1cc(-c2c[nH]c3ncc(CC4=CCCC4)cc23)cn1. RXN SMILES: [C:1]1([CH2:6][c:7]2[cH:8][c:9]3[c:10]([n:11][cH:12]2)[n:13]([S:22]([c:23]2[cH:24][cH:25][cH:26][cH:27][cH:28]2)(=[O:29])=[O:30])[cH:14][c:15]3-[c:16]2[cH:17][n:18][n:19]([CH3:21])[cH:20]2)=[CH:2][CH2:3][CH2:4][CH2:5]1.[CH3:33][CH2:34][OH:35].[Na+:32].[OH-:31]>>[C:1]1([CH2:6][c:7]2[cH:8][c:9]3[c:10]([n:11][cH:12]2)[nH:13][cH:14][c:15]3-[c:16]2[cH:17][n:18][n:19]([CH3:21])[cH:20]2)=[CH:2][CH2:3][CH2:4][CH2:5]1. Starting materials: CCCO, OO, Clc1cccc2c(N3CCSCC3)nc(N3CCNCC3)cc12, O=S(=O)(O)O. The product is O=S1CCN(c2nc(N3CCNCC3)cc3c(Cl)cccc23)CC1. Reaction SMILES: [CH2:26]([CH2:27][CH3:28])[OH:29].[OH:24][OH:25].[S:1]1[CH2:2][CH2:3][N:4]([c:7]2[n:8][c:9]([N:18]3[CH2:19][CH2:20][NH:21][CH2:22][CH2:23]3)[cH:10][c:11]3[c:12]([Cl:17])[cH:13][cH:14][cH:15][c:16]23)[CH2:5][CH2:6]1.[S:30](=[O:31])(=[O:32])([OH:33])[OH:34]>>[S:1]1(=[O:29])[CH2:2][CH2:3][N:4]([c:7]2[n:8][c:9]([N:18]3[CH2:19][CH2:20][NH:21][CH2:22][CH2:23]3)[cH:10][c:11]3[c:12]([Cl:17])[cH:13][cH:14][cH:15][c:16]23)[CH2:5][CH2:6]1.